Dataset: the Open Reaction Database (ORD), a public repository of structured organic reaction records. Task: describe an organic reaction: reactants, conditions, products, and yield Reactants: [Al+3], CCCCc1nnc(OC2CCC(NC(=O)OC(C)(C)C)CC2)cc1-c1ccc(OC2CCCCC2)cc1, C1CCOC1, [H-], [H-], [H-], [H-], [Li+]. The product is CCCCc1nnc(OC2CCC(NC=O)CC2)cc1-c1ccc(OC2CCCCC2)cc1. RXN SMILES: [Al+3:40].[C:1]([CH3:3])([CH3:4])([O:5][C:6](=[O:2])[NH:7][CH:8]1[CH2:9][CH2:10][CH:11]([O:14][c:15]2[n:16][n:17][c:18]([CH2:34][CH2:35][CH2:36][CH3:37])[c:19](-[c:21]3[cH:22][cH:23][c:24]([O:27][CH:28]4[CH2:29][CH2:30][CH2:31][CH2:32][CH2:33]4)[cH:25][cH:26]3)[cH:20]2)[CH2:12][CH2:13]1)[CH3:38].[CH2:45]1[O:46][CH2:47][CH2:48][CH2:49]1.[H-:39].[H-:42].[H-:43].[H-:44].[Li+:41]>>[O:5]=[CH:6][NH:7][CH:8]1[CH2:9][CH2:10][CH:11]([O:14][c:15]2[n:16][n:17][c:18]([CH2:34][CH2:35][CH2:36][CH3:37])[c:19](-[c:21]3[cH:22][cH:23][c:24]([O:27][CH:28]4[CH2:29][CH2:30][CH2:31][CH2:32][CH2:33]4)[cH:25][cH:26]3)[cH:20]2)[CH2:12][CH2:13]1.